From a dataset of the Open Reaction Database (ORD), a public repository of structured organic reaction records. describe an organic reaction: reactants, conditions, products, and yield The reactants are Cc1ccccc1, COCCO[Al+]OCCOC, [H-], [H-], [Na+], [Na+], OCC#CCN1CCOCC1, C1CCOC1, [OH-], O. The product is OCC=CCN1CCOCC1. Reaction SMILES: [CH3:29][c:30]1[cH:31][cH:32][cH:33][cH:34][cH:35]1.[CH3:2][O:3][CH2:4][CH2:5][O:6][Al+:7][O:8][CH2:9][CH2:10][O:11][CH3:12].[H-:14].[H-:1].[Na+:13].[Na+:28].[O:15]1[CH2:16][CH2:17][N:18]([CH2:21][C:22]#[C:23][CH2:24][OH:25])[CH2:19][CH2:20]1.[O:36]1[CH2:37][CH2:38][CH2:39][CH2:40]1.[OH-:27].[OH2:26]>>[O:15]1[CH2:16][CH2:17][N:18]([CH2:21][CH:22]=[CH:23][CH2:24][OH:25])[CH2:19][CH2:20]1. Starting materials: N1C[C@H](CC1)O ((3S)-3-pyrrolidinol), BrC=1C=NC(=NC1)N1CCC(CC1)C1=NC=2CC(CC(C2C(=C1C(C1=CC=C(C=C1)C(F)(F)F)F)C1CCC(CC1)(F)F)OCC1=CC=C(C=C1)OC)(C)C ((−)-2-[1-(5-Bromopyrimidin-2-yl)piperidin-4-yl]-4-(4,4-difluorocyclohexyl)-3-{fluoro[4-(trifluoromethyl)phenyl]methyl}-5-[(4-methoxybenzyl)oxy]-7,7-dimethyl-5,6,7,8-tetrahydroquinoline). The product is FC1(CCC(CC1)C1=C(C(=NC=2CC(CC(C12)O)(C)C)C1CCN(CC1)C1=NC=C(C=N1)N1C[C@H](CC1)O)C(C1=CC=C(C=C1)C(F)(F)F)F)F ((−)-4-(4,4-Difluorocyclohexyl)-3-{fluoro[4-(trifluoromethyl)phenyl]methyl}-2-(1-{5-[(3S)-3-hydroxypyrrolidin-1-yl]pyrimidin-2-yl}piperidin-4-yl)-7,7-dimethyl-5,6,7,8-tetrahydroquinolin-5-ol), solid. Isolated yield 65.0%. As a reaction SMILES: [NH:1]1[CH2:5][CH2:4][C@H:3]([OH:6])[CH2:2]1.Br[C:8]1[CH:9]=[N:10][C:11]([N:14]2[CH2:19][CH2:18][CH:17]([C:20]3[C:29]([CH:30]([F:41])[C:31]4[CH:36]=[CH:35][C:34]([C:37]([F:40])([F:39])[F:38])=[CH:33][CH:32]=4)=[C:28]([CH:42]4[CH2:47][CH2:46][C:45]([F:49])([F:48])[CH2:44][CH2:43]4)[C:27]4[CH:26]([O:50]CC5C=CC(OC)=CC=5)[CH2:25][C:24]([CH3:61])([CH3:60])[CH2:23][C:22]=4[N:21]=3)[CH2:16][CH2:15]2)=[N:12][CH:13]=1>>[F:49][C:45]1([F:48])[CH2:44][CH2:43][CH:42]([C:28]2[C:27]3[CH:26]([OH:50])[CH2:25][C:24]([CH3:60])([CH3:61])[CH2:23][C:22]=3[N:21]=[C:20]([CH:17]3[CH2:16][CH2:15][N:14]([C:11]4[N:12]=[CH:13][C:8]([N:1]5[CH2:5][CH2:4][C@H:3]([OH:6])[CH2:2]5)=[CH:9][N:10]=4)[CH2:19][CH2:18]3)[C:29]=2[CH:30]([F:41])[C:31]2[CH:32]=[CH:33][C:34]([C:37]([F:38])([F:40])[F:39])=[CH:35][CH:36]=2)[CH2:47][CH2:46]1. Procedure: Reactions similar to those of Reference Example 13 were performed except for using (3S)-3-pyrrolidinol instead of isonipecotic acid ethyl ester, and from 100 mg (0.120 mmol) of (−)-2-[1-(5-Bromopyrimidin-2-yl)piperidin-4-yl]-4-(4,4-difluorocyclohexyl)-3-{fluoro[4-(trifluoromethyl)phenyl]methyl}-5-[(4-methoxybenzyl)oxy]-7,7-dimethyl-5,6,7,8-tetrahydroquinoline, which was prepared by a method similar to that of Reference Example 11, 56 mg of the title compound was obtained as a white solid (yield:... Starting materials: ClC1=C(C(=O)O)C=CC(=C1)Cl (2,4-dichlorobenzoic acid), COC1=CC=C(N)C=C1 (4-methoxyaniline), ( a ). The product is ClC1=CC(=C(C(=O)O)C=C1)NC1=CC=C(C=C1)OC (4-Chloro-2-(4-methoxyphenylamino)benzoic acid). Yield: 60.0%. As a reaction SMILES: Cl[C:2]1[CH:10]=[C:9]([Cl:11])[CH:8]=[CH:7][C:3]=1[C:4]([OH:6])=[O:5].[CH3:12][O:13][C:14]1[CH:20]=[CH:19][C:17]([NH2:18])=[CH:16][CH:15]=1>>[Cl:11][C:9]1[CH:8]=[CH:7][C:3]([C:4]([OH:6])=[O:5])=[C:2]([NH:18][C:17]2[CH:19]=[CH:20][C:14]([O:13][CH3:12])=[CH:15][CH:16]=2)[CH:10]=1. Procedure: 4-Chloro-2-(4-methoxyphenylamino)benzoic acid [VII; R=4-Cl, R"=H, OR°=4-OCH3 ] was prepared from 2,4-dichlorobenzoic acid and 4-methoxyaniline according to the procedure of Example 1, part (a), and was obtained in about 60% yield as a green-grey solid.